Dataset: the Open Reaction Database (ORD), a public repository of structured organic reaction records. Task: describe an organic reaction: reactants, conditions, products, and yield The reactants are CC(C)(C)NN, CC(=O)C(C)(C)C, Cc1ccc(S(=O)(=O)O)cc1, c1ccccc1. The product is CC(=NNC(C)(C)C)C(C)(C)C. Reaction SMILES: [C:8]([CH3:9])([CH3:10])([CH3:11])[NH:12][NH2:13].[CH3:1][C:2]([C:3]([CH3:4])([CH3:5])[CH3:6])=[O:7].[c:14]1([CH3:15])[cH:16][cH:17][c:18]([S:19]([OH:20])(=[O:21])=[O:22])[cH:23][cH:24]1.[cH:25]1[cH:26][cH:27][cH:28][cH:29][cH:30]1>>[CH3:1][C:2]([C:3]([CH3:4])([CH3:5])[CH3:6])=[N:13][NH:12][C:8]([CH3:9])([CH3:10])[CH3:11]. Starting materials: C(C)(C)OC1=C(C(C1(F)F)(F)F)Cl (2-chloro-3,3,4,4-tetrafluorocyclobutenyl isopropyl ether), C([O-])([O-])=O.[K+].[K+] (potassium carbonate). The reagents and catalysts are [C].[Pd] (palladium-carbon). Solvent: O (water). Product: C(C)(C)OC1C(C(C1)(F)F)(F)F (2,2,3,3-tetrafluorocyclobutyl isopropyl ether). The yield is 55.0%. As a reaction SMILES: [CH:1]([O:4][C:5]1[C:8]([F:10])([F:9])[C:7]([F:12])([F:11])[C:6]=1Cl)([CH3:3])[CH3:2].C(=O)([O-])[O-].[K+].[K+]>O.[C].[Pd]>[CH:1]([O:4][CH:5]1[CH2:6][C:7]([F:11])([F:12])[C:8]1([F:9])[F:10])([CH3:3])[CH3:2] |f:1.2.3,5.6|. Procedure details: 30 g (0.132 mol) of 2-chloro-3,3,4,4-tetrafluorocyclobutenyl isopropyl ether and 20 g (0.145 mol) of potassium carbonate are hydrogenated over 10 g of palladium-carbon in 100 ml of water at 120° C. for 5 hours. The catalyst is filtered off and the filtrate is extracted with dichloromethane. After drying, 2,2,3,3-tetrafluorocyclobutyl isopropyl ether is obtained with a yield of 55%. The reactants are C(C1=CC=CC=C1)OC1=C(C=CC=C1)C=1C(=CC=CC1)B(O)O (2′-benzyloxy-biphenyl-2-boronic acid), BrC1=CC=C(C=C1)S(=O)(=O)NC(=O)C1=CC=CC=C1 (4-bromo-N-(1-phenyl-methanoyl)-benzenesulfonamide), C([O-])([O-])=O.[K+].[K+] (potassium carbonate), C1(=CC=CC=C1)C.C(C)O (toluene ethanol). Reagents/catalysts: C=1C=CC(=CC1)[P](C=2C=CC=CC2)(C=3C=CC=CC3)[Pd]([P](C=4C=CC=CC4)(C=5C=CC=CC5)C=6C=CC=CC6)([P](C=7C=CC=CC7)(C=8C=CC=CC8)C=9C=CC=CC9)[P](C=1C=CC=CC1)(C=1C=CC=CC1)C=1C=CC=CC1 (tetrakis(triphenylphosphine)palladium(0)). Run in C(C)(=O)OCC (ethyl acetate), O (water). Conditions: temperature 90 celsius. Product: C1(=CC=CC=C1)C(=O)NS(=O)(=O)C1=CC=C(C=C1)C=1C(=CC=CC1)C1=C(C=CC=C1)OCC1=CC=CC=C1 (2-Benzyloxy-[1,1′;2′,1″]terphenyl-4″-sulfonic acid (1-phenyl-methanoyl)-amide). As a reaction SMILES: [CH2:1]([O:8][C:9]1[CH:14]=[CH:13][CH:12]=[CH:11][C:10]=1[C:15]1[C:16](B(O)O)=[CH:17][CH:18]=[CH:19][CH:20]=1)[C:2]1[CH:7]=[CH:6][CH:5]=[CH:4][CH:3]=1.Br[C:25]1[CH:30]=[CH:29][C:28]([S:31]([NH:34][C:35]([C:37]2[CH:42]=[CH:41][CH:40]=[CH:39][CH:38]=2)=[O:36])(=[O:33])=[O:32])=[CH:27][CH:26]=1.C(=O)([O-])[O-].[K+].[K+].C1(C)C=CC=CC=1.C(O)C>C(OCC)(=O)C.O.C1C=CC([P]([Pd]([P](C2C=CC=CC=2)(C2C=CC=CC=2)C2C=CC=CC=2)([P](C2C=CC=CC=2)(C2C=CC=CC=2)C2C=CC=CC=2)[P](C2C=CC=CC=2)(C2C=CC=CC=2)C2C=CC=CC=2)(C2C=CC=CC=2)C2C=CC=CC=2)=CC=1>[C:37]1([C:35]([NH:34][S:31]([C:28]2[CH:29]=[CH:30][C:25]([C:16]3[C:15]([C:10]4[CH:11]=[CH:12][CH:13]=[CH:14][C:9]=4[O:8][CH2:1][C:2]4[CH:7]=[CH:6][CH:5]=[CH:4][CH:3]=4)=[CH:20][CH:19]=[CH:18][CH:17]=3)=[CH:26][CH:27]=2)(=[O:33])=[O:32])=[O:36])[CH:38]=[CH:39][CH:40]=[CH:41][CH:42]=1 |f:2.3.4,5.6,^1:69,71,90,109|. Procedure details: A mixture of 2′-benzyloxy-biphenyl-2-boronic acid (100 mg, 0.33 mmol), 4-bromo-N-(1-phenyl-methanoyl)-benzenesulfonamide (95 mg, 0.28 mmol), potassium carbonate (309 mg, 2.24 mmol), and tetrakis(triphenylphosphine)palladium(0) (38 mg, 0.033 mmol) in 1:1 toluene/ethanol (5 ml) was stirred and heated at 90° C. under nitrogen for 16 hours. After cooling the mixture was diluted with ethyl acetate and water. The organic phase was dried and evaporated. The residue was chromatographed eluting with ethy...